Dataset: the Open Reaction Database (ORD), a public repository of structured organic reaction records. Task: describe an organic reaction: reactants, conditions, products, and yield The product is CCOCCN1C(=NC2=C1C=CC=C2)C(=O)C2CCN(CC2)CCOCC(=O)O (1-[[(2-Ethoxy)ethyl]-1H-benzimidazol-2-yl][1-(carboxy methoxy ethyl)-4-piperidinyl]methanone). Procedure: Dissolve 1-[[(2-ethoxy)ethyl]-1H-benzimidazol-2-yl][1-(carbomethoxy methoxy ethyl)-4-piperidinyl]methanone (0.9 g, 2.15 mmol) in tetrahydrofuran/water (20 mL, 1/1). Add lithium hydroxide monohydroate (932 mg, 8.5 mmol). Seal the flask and warm to 60° C. for 3 hours. Dilute with ethyl acetate/water, acidify and separate the organic phase. Dry (MgSO4), evaporate the solvent in vacuo, and purify by ion-exchange chromatography to give the title compound. The reactants are CCOCCN1C(=NC2=C1C=CC=C2)C(=O)C2CCN(CC2)CCOCC(=O)OC (1-[[(2-ethoxy)ethyl]-1H-benzimidazol-2-yl][1-(carbomethoxy methoxy ethyl)-4-piperidinyl]methanone), [OH-].[Li+] (lithium hydroxide). The solvent is O1CCCC1.O (tetrahydrofuran water), C(C)(=O)OCC.O (ethyl acetate water). Reaction conditions: temperature 60 celsius. RXN SMILES: [CH3:1][CH2:2][O:3][CH2:4][CH2:5][N:6]1[C:10]2[CH:11]=[CH:12][CH:13]=[CH:14][C:9]=2[N:8]=[C:7]1[C:15]([CH:17]1[CH2:22][CH2:21][N:20]([CH2:23][CH2:24][O:25][CH2:26][C:27]([O:29]C)=[O:28])[CH2:19][CH2:18]1)=[O:16].[OH-].[Li+]>O1CCCC1.O.C(OCC)(=O)C.O>[CH3:1][CH2:2][O:3][CH2:4][CH2:5][N:6]1[C:10]2[CH:11]=[CH:12][CH:13]=[CH:14][C:9]=2[N:8]=[C:7]1[C:15]([CH:17]1[CH2:22][CH2:21][N:20]([CH2:23][CH2:24][O:25][CH2:26][C:27]([OH:29])=[O:28])[CH2:19][CH2:18]1)=[O:16] |f:1.2,3.4,5.6|.